The task is: describe an organic reaction: reactants, conditions, products, and yield. This data is from the Open Reaction Database (ORD), a public repository of structured organic reaction records. Reactants: [Na] (sodium), [OH-].[K+] (potassium hydroxide), BrCCC(CCCC1=CC(=CC=C1)OC)=O (1-bromo-6-(m-methoxyphenyl)hexan-3-one), CO (methanol). Run in CC1C(CCC1=O)=O (2-methylcyclopentane-1,3-dione). Product: COC=1C=C(C=CC1)CCCC(CCC1(C(CCC1=O)=O)C)=O (2-(6-m-Methoxyphenyl-3-oxohexyl)-2-methylcyclopentane-1,3-dione). As a reaction SMILES: [Na].[OH-:2].[K+].Br[CH2:5][CH2:6][C:7](=[O:19])[CH2:8][CH2:9][CH2:10][C:11]1[CH:16]=[CH:15][CH:14]=[C:13]([O:17][CH3:18])[CH:12]=1.[CH3:20][OH:21]>CC1C(=O)CCC1=O>[CH3:18][O:17][C:13]1[CH:12]=[C:11]([CH2:10][CH2:9][CH2:8][C:7](=[O:19])[CH2:6][CH2:5][C:6]2([CH3:5])[C:7](=[O:2])[CH2:8][CH2:9][C:20]2=[O:21])[CH:16]=[CH:15][CH:14]=1 |f:1.2,^1:0|. Procedure details: Add sodium (0.05 g) to a 0.12% methanolic potassium hydroxide solution (15 cc). To this solution add 1-bromo-6-(m-methoxyphenyl)hexan-3-one (0.9 g) in methanol (5 cc) and 2-methylcyclopentane-1,3-dione (0.4 g), and reflux the mixture for 6 hours. After working up as in the preparation of the title compound in a previous example, obtain the crude Michael adduct 2-(6-m-methoxyphenyl-3-oxohexyl)-2-methylcyclopentane-1,3-dione as a yellow gum.